This data is from the Open Reaction Database (ORD), a public repository of structured organic reaction records. The task is: describe an organic reaction: reactants, conditions, products, and yield Reactants: N(=NC1=CC=CC=C1)C1=CC=CC=C1 (azobenzene), S(O)(O)(=O)=O (sulfuric acid), [N+](=O)([O-])C1=C(C=CC=C1)N=NC1=C(C(=CC(=C1)C(C)(C)CC)C(C)(C)CC)O (2-nitro-2'-hydroxy-3',5'-di-t-amylazobenzene), [OH-].[Na+] (sodium hydroxide), C1=CC=CC=2C3=CC=CC=C3C(C12)=O (9-fluorenone). Yield: 568.8%. Reaction conditions: temperature 65 celsius. Yields the product OC1=C(C=C(C=C1C(C)(C)CC)C(C)(C)CC)N1N=C2C(=[N+]1[O-])C=CC=C2 (2-(2-hydroxy-3',5'-di-t-amylphenyl)benzotriazole-N-oxide). As a reaction SMILES: [N+:1]([C:4]1[CH:9]=[CH:8][CH:7]=[CH:6][C:5]=1[N:10]=[N:11][C:12]1[CH:17]=[C:16]([C:18]([CH2:21][CH3:22])([CH3:20])[CH3:19])[CH:15]=[C:14]([C:23]([CH2:26][CH3:27])([CH3:25])[CH3:24])[C:13]=1O)([O-:3])=O.[OH-].[Na+].C1C2C(=[O:44])C3C(=CC=CC=3)C=2C=CC=1.N(C1C=CC=CC=1)=NC1C=CC=CC=1.S(=O)(=O)(O)O>O.C(O)CCC>[OH:44][C:13]1[C:14]([C:23]([CH2:26][CH3:27])([CH3:24])[CH3:25])=[CH:15][C:16]([C:18]([CH2:21][CH3:22])([CH3:19])[CH3:20])=[CH:17][C:12]=1[N:11]1[N+:1]([O-:3])=[C:4]2[CH:9]=[CH:8][CH:7]=[CH:6][C:5]2=[N:10]1 |f:1.2|. Run in O (water), C(CCC)O (n-butanol), O (water). Reported procedure: 2-nitro-2'-hydroxy-3',5'-di-t-amylazobenzene 25.5 g was added to a mixture of n-butanol 80 g, water 14 g and 97% sodium hydroxide 8.2 g, and the resultant mixure was stirred while raising temperature to 65° C. Thereafter, the mixture was cooled to 50° C., and 9-fluorenone 2.0 g was added to the mixture. The reaction mixture was then heated to 90° C. in one hour, and the mixture was stirred at 90°~96° C. for four hours to effect reaction, thus almost all of the azobenzene having disappeared. Ther... Reactants: ClC(Cl)Cl, CC(C)(C)OC(=O)N(Cc1ccc2c(c1)OCCO2)C1CCN(CCn2c(=O)cc(Cl)c3ccccc32)CC1, O=C(O)C(F)(F)F. Yields the product O=c1cc(Cl)c2ccccc2n1CCN1CCC(NCc2ccc3c(c2)OCCO3)CC1. RXN SMILES: [CH:47]([Cl:48])([Cl:49])[Cl:50].[O:1]1[CH2:2][CH2:3][O:4][c:5]2[c:6]1[cH:7][cH:8][c:9]([CH2:11][N:12]([C:13](=[O:14])[O:15][C:16]([CH3:17])([CH3:18])[CH3:19])[CH:20]1[CH2:21][CH2:22][N:23]([CH2:26][CH2:27][n:28]3[c:29](=[O:39])[cH:30][c:31]([Cl:38])[c:32]4[cH:33][cH:34][cH:35][cH:36][c:37]34)[CH2:24][CH2:25]1)[cH:10]2.[OH:40][C:41]([C:42]([F:43])([F:44])[F:45])=[O:46]>>[O:1]1[CH2:2][CH2:3][O:4][c:5]2[c:6]1[cH:7][cH:8][c:9]([CH2:11][NH:12][CH:20]1[CH2:21][CH2:22][N:23]([CH2:26][CH2:27][n:28]3[c:29](=[O:39])[cH:30][c:31]([Cl:38])[c:32]4[cH:33][cH:34][cH:35][cH:36][c:37]34)[CH2:24][CH2:25]1)[cH:10]2. Reactants: ClC1C(C2=CC=C(C=C2C1)C=1C=NC=CC1)=O (2-chloro-5-pyridin-3-yl-1-indanone), CNC(=S)N (N-methylthiourea), CC(=O)C (acetone). The solvent is CO (methanol). The product is Cl.CNC=1SC2=C(N1)C=1C=CC(=CC1C2)C=2C=NC=CC2 (Methyl(6-pyridin-3-yl-8H-indeno[1,2-d]thiazol-2-yl)amine hydrochloride). Reaction SMILES: [Cl:1][CH:2]1[CH2:10][C:9]2[C:4](=[CH:5][CH:6]=[C:7]([C:11]3[CH:12]=[N:13][CH:14]=[CH:15][CH:16]=3)[CH:8]=2)[C:3]1=O.[CH3:18][NH:19][C:20]([NH2:22])=[S:21].CC(C)=O>CO>[ClH:1].[CH3:18][NH:19][C:20]1[S:21][C:2]2[CH2:10][C:9]3[CH:8]=[C:7]([C:11]4[CH:12]=[N:13][CH:14]=[CH:15][CH:16]=4)[CH:6]=[CH:5][C:4]=3[C:3]=2[N:22]=1 |f:4.5|. Procedure: 366 mg of 2-chloro-5-pyridin-3-yl-1-indanone are dissolved with 203 mg of N-methylthiourea in 5 ml of methanol and heated to reflux for 7 h. The reaction mixture is cooled and, after addition of 20 ml of acetone, the precipitate is filtered off with suction, washed with acetone and dried in vacuo. Methyl(6-pyridin-3-yl-8H-indeno[1,2-d]thiazol-2-yl)amine hydrochloride is obtained with a melting point of 225° C. Yields the product COC1=C(OC)C(=O)C(Cc2ccc(OC(C)=O)c(C(=O)N3CCCCC3)c2)=C(C)C1=O. RXN SMILES: [CH2:19]([Cl:20])[Cl:21].[CH2:1]1[CH2:2][CH2:3][NH:4][CH2:5][CH2:6]1.[CH2:8]([N:9]=[C:10]=[N:11][CH2:12][CH2:13][CH2:14][N:15]([CH3:16])[CH3:17])[CH3:18].[CH3:22][O:23][C:24]1=[C:29]([O:30][CH3:31])[C:28](=[O:32])[C:27]([CH2:33][c:34]2[cH:35][cH:36][c:37]([O:43][C:44]([CH3:45])=[O:46])[c:38]([C:39](=[O:40])[OH:41])[cH:42]2)=[C:26]([CH3:47])[C:25]1=[O:48].[ClH:7].[OH2:49]>>[CH2:1]1[CH2:2][CH2:3][N:4]([C:39]([c:38]2[c:37]([O:43][C:44]([CH3:45])=[O:46])[cH:36][cH:35][c:34]([CH2:33][C:27]3=[C:26]([CH3:47])[C:25](=[O:48])[C:24]([O:23][CH3:22])=[C:29]([O:30][CH3:31])[C:28]3=[O:32])[cH:42]2)=[O:40])[CH2:5][CH2:6]1. Starting materials: ClCCl, C1CCNCC1, CCN=C=NCCCN(C)C, COC1=C(OC)C(=O)C(Cc2ccc(OC(C)=O)c(C(=O)O)c2)=C(C)C1=O, Cl, O.